describe an organic reaction: reactants, conditions, products, and yield From a dataset of the Open Reaction Database (ORD), a public repository of structured organic reaction records. Starting materials: C(C)OC(=O)N1CCN(CC1)C([C@H](CCC(=O)OC(C)(C)C)NC(=O)C1=NN(C(=C1)O)C1=CC=CC=C1)=O (4-{(S)-4-tert-butoxycarbonyl-2-[(5-hydroxy-1-phenyl-1H-pyrazole-3-carbonyl)-amino]-butyryl}-piperazine-1-carboxylic acid ethyl ester), BrC(C(=O)OCC)C (ethyl 2-bromopropionate), C([O-])([O-])=O.[Cs+].[Cs+] (cesium carbonate). Run in CN(C)C=O (DMF), C(C)(=O)OCC (ethyl acetate). Conditions: time 24 hour. Product: C(C)OC(=O)N1CCN(CC1)C([C@H](CCC(=O)O)NC(=O)C1=NN(C(=C1)OC(C)C(=O)O)C1=CC=CC=C1)=O (4-((S)-4-Carboxy-2-{[5-(1-carboxy-ethoxy)-1-phenyl-1H-pyrazole-3-carbonyl]-amino}-butyryl)piperazine-1-carboxylic acid ethyl ester). As a reaction SMILES: [CH2:1]([O:3][C:4]([N:6]1[CH2:11][CH2:10][N:9]([C:12](=[O:38])[C@@H:13]([NH:23][C:24]([C:26]2[CH:30]=[C:29]([OH:31])[N:28]([C:32]3[CH:37]=[CH:36][CH:35]=[CH:34][CH:33]=3)[N:27]=2)=[O:25])[CH2:14][CH2:15][C:16]([O:18]C(C)(C)C)=[O:17])[CH2:8][CH2:7]1)=[O:5])[CH3:2].Br[CH:40]([CH3:46])[C:41]([O:43]CC)=[O:42].C(=O)([O-])[O-].[Cs+].[Cs+]>CN(C=O)C.C(OCC)(=O)C>[CH2:1]([O:3][C:4]([N:6]1[CH2:11][CH2:10][N:9]([C:12](=[O:38])[C@@H:13]([NH:23][C:24]([C:26]2[CH:30]=[C:29]([O:31][CH:40]([C:41]([OH:43])=[O:42])[CH3:46])[N:28]([C:32]3[CH:33]=[CH:34][CH:35]=[CH:36][CH:37]=3)[N:27]=2)=[O:25])[CH2:14][CH2:15][C:16]([OH:18])=[O:17])[CH2:8][CH2:7]1)=[O:5])[CH3:2] |f:2.3.4|. Procedure: To a solution of 1.50 g 4-{(S)-4-tert-butoxycarbonyl-2-[(5-hydroxy-1-phenyl-1H-pyrazole-3-carbonyl)-amino]-butyryl}-piperazine-1-carboxylic acid ethyl ester in 12 ml DMF were added 670 μl ethyl 2-bromopropionate and 3.2 g cesium carbonate. After stirring at RT for 24 h the solution was diluted with ethyl acetate and extracted with aqueous LiCl (4% w/w). The crude product obtained after evaporation of the solvent was dissolved in THF and treated with 1 N NaOH. When conversion was complete (4 h) A... The reactants are C1(=CC=C(C=C1)S(=O)(=O)O)C (p-toluenesulfonic acid), C(C)OC(C(C)=NNC1=CC(=C(C(=C1)C)OC1=CC(=C(C=C1)O)C(C)C)C)=O (2-{[4-(4-hydroxy-3-isopropyl-phenoxy)-3,5-dimethyl-phenyl]-hydrazono}-propionic acid ethyl ester), C(=O)(O)[O-].[Na+] (NaHCO3), C(C)(=O)OCC (ehtyl acetate). The solvent is C1(=CC=CC=C1)C (toluene). The product is C(C)OC(=O)C=1NC2=CC(=C(C(=C2C1)C)OC1=CC(=C(C=C1)O)C(C)C)C (5-(4-Hydroxy-3-isopropyl-phenoxy)-4,6-dimethyl-1H-indole-2-carboxylic acid ethyl ester). Reaction SMILES: [C:1]1(C)C=CC(S(O)(=O)=O)=C[CH:2]=1.C(OC(=O)C(=N[NH:19][C:20]1[CH:25]=[C:24]([CH3:26])[C:23]([O:27][C:28]2[CH:33]=[CH:32][C:31]([OH:34])=[C:30]([CH:35]([CH3:37])[CH3:36])[CH:29]=2)=[C:22]([CH3:38])[CH:21]=1)C)C.[C:40]([O-:43])(O)=[O:41].[Na+].[C:45](OCC)(=O)[CH3:46]>C1(C)C=CC=CC=1>[CH2:45]([O:43][C:40]([C:1]1[NH:19][C:20]2[C:21]([CH:2]=1)=[C:22]([CH3:38])[C:23]([O:27][C:28]1[CH:33]=[CH:32][C:31]([OH:34])=[C:30]([CH:35]([CH3:37])[CH3:36])[CH:29]=1)=[C:24]([CH3:26])[CH:25]=2)=[O:41])[CH3:46] |f:2.3|. Reported procedure: A mixture of p-toluenesulfonic acid (130 mg, 0.75 mmol) and 2-{[4-(4-hydroxy-3-isopropyl-phenoxy)-3,5-dimethyl-phenyl]-hydrazono}-propionic acid ethyl ester (193 mg, 0.50 mmol) in toluene (2 mL) was heated to reflux for 2 hours and then cooled to room temperature. Saturated aqueous NaHCO3 (10 mL) and ehtyl acetate (25 mL) were added. The organic layer was separated, washed with saturated NaHCO3 (2 times 25 mL), 1M hydrochloric acid (25 mL), brine (25 mL), dried (Na2SO4), filtered, and concentrat... Starting materials: FC=1C=C(C=C(C1)SC1=CC(=C(C=C1)C(C)=O)O)C1(CCOCC1)OC (4'-[5-fluoro-3-(4-methoxytetrahydropyran-4-yl)phenylthio]-2'-hydroxyacetophenone), Cl.NO (hydroxylamine hydrochloride). The product is FC=1C=C(C=C(C1)SC1=CC(=C(C=C1)/C(/C)=N/O)O)C1(CCOCC1)OC ((E)-4'-[5-fluoro-3-(4-methoxytetrahydropyran-4-yl)phenylthio]-2'-hydroxyacetophenone oxime). Reaction SMILES: [F:1][C:2]1[CH:3]=[C:4]([C:19]2([O:25][CH3:26])[CH2:24][CH2:23][O:22][CH2:21][CH2:20]2)[CH:5]=[C:6]([S:8][C:9]2[CH:14]=[CH:13][C:12]([C:15](=O)[CH3:16])=[C:11]([OH:18])[CH:10]=2)[CH:7]=1.Cl.[NH2:28][OH:29]>>[F:1][C:2]1[CH:3]=[C:4]([C:19]2([O:25][CH3:26])[CH2:24][CH2:23][O:22][CH2:21][CH2:20]2)[CH:5]=[C:6]([S:8][C:9]2[CH:14]=[CH:13][C:12](/[C:15](=[N:28]/[OH:29])/[CH3:16])=[C:11]([OH:18])[CH:10]=2)[CH:7]=1 |f:1.2|. Isolated yield 77.0%. Reported procedure: Using an analogous procedure to that described in Example 7, 4'-[5-fluoro-3-(4-methoxytetrahydropyran-4-yl)phenylthio]-2'-hydroxyacetophenone was reacted with hydroxylamine hydrochloride to give (E)-4'-[5-fluoro-3-(4-methoxytetrahydropyran-4-yl)phenylthio]-2'-hydroxyacetophenone oxime in 77% yield, m.p. 140°-142° C.; Starting materials: CO, CCO, Clc1ccnc2ccccc12, Cl, Cc1cc(Nc2ccc(NC(=O)c3ccc(N)cc3)cc2)nc(N)n1, O. Yields the product Cl, Cc1cc(Nc2ccc(NC(=O)c3ccc(Nc4ccnc5ccccc45)cc3)cc2)nc(N)n1. As a reaction SMILES: [CH3:27][OH:28].[CH3:29][CH2:30][OH:31].[Cl:32][c:33]1[cH:34][cH:35][n:36][c:37]2[cH:38][cH:39][cH:40][cH:41][c:42]12.[ClH:1].[NH2:2][c:3]1[cH:4][cH:5][c:6]([C:7](=[O:8])[NH:9][c:10]2[cH:11][cH:12][c:13]([NH:16][c:17]3[n:18][c:19]([NH2:24])[n:20][c:21]([CH3:23])[cH:22]3)[cH:14][cH:15]2)[cH:25][cH:26]1.[OH2:43]>>[ClH:32].[NH:2]([c:3]1[cH:4][cH:5][c:6]([C:7](=[O:8])[NH:9][c:10]2[cH:11][cH:12][c:13]([NH:16][c:17]3[n:18][c:19]([NH2:24])[n:20][c:21]([CH3:23])[cH:22]3)[cH:14][cH:15]2)[cH:25][cH:26]1)[c:33]1[cH:34][cH:35][n:36][c:37]2[cH:38][cH:39][cH:40][cH:41][c:42]12. Reactants: CC1(NC(CCC1)(C)C)C (2,2,6,6-Tetramethylpiperidine), C(CCC)[Li] (n-butyllithium), Cl (HCl), FC=1C=C(C=CC1F)CCO (2-(3,4-difluorophenyl)ethanol), C1CCOC1 (THF), C1CCOC1 (THF). Solvent: hexanes, C(C)(=O)OCC (ethyl acetate), CN(C)C=O (DMF). Run at temperature -70 celsius, time 6 hour. Product: FC1=C(C=O)C=C(C=C1F)CCO (2,3-Difluoro-5-(2-hydroxyethyl)benzaldehyde). Reaction SMILES: CC1(C)CCCC(C)(C)N1.C([Li])CCC.[F:16][C:17]1[CH:18]=[C:19]([CH2:24][CH2:25][OH:26])[CH:20]=[CH:21][C:22]=1[F:23].Cl.C1C[O:31][CH2:30]C1>C(OCC)(=O)C.CN(C=O)C>[F:23][C:22]1[C:17]([F:16])=[CH:18][C:19]([CH2:24][CH2:25][OH:26])=[CH:20][C:21]=1[CH:30]=[O:31]. Procedure details: 2,2,6,6-Tetramethylpiperidine (6.15 mL) was added to a solution of n-butyllithium in hexanes (1.6M, 22.8 mL) at −70° C. A solution of 2-(3,4-difluorophenyl)ethanol (example 32, step a) (1.92 g) in THF (25 mL) was added dropwise. THF (25 mL) was added and the mixture stirred at −70° C. for 6 h. DMF (4.7 mL) was then added and the mixture stirred for 1 h at −70° C. The mixture was then allowed to warm to RT and stirred for 70 h. Aqueous HCl solution (2M, 10 mL) was added followed by ethyl acetate ...